This data is from the Open Reaction Database (ORD), a public repository of structured organic reaction records. The task is: describe an organic reaction: reactants, conditions, products, and yield The reactants are CC(C)(C)OC(=O)N1CCC(=O)CC1, C1CCNC1, CO, C1=CC2(CCNCC2)Oc2ccccc21, CC(=O)c1ccccc1O. Yields the product CC(C)(C)OC(=O)N1CCC2(CC1)CC(=O)c1ccccc1O2. RXN SMILES: [C:26](=[O:27])([O:28][C:29]([CH3:30])([CH3:31])[CH3:32])[N:33]1[CH2:34][CH2:35][C:36](=[O:39])[CH2:37][CH2:38]1.[CH2:40]1[CH2:41][NH:42][CH2:43][CH2:44]1.[CH3:45][OH:46].[NH:1]1[CH2:2][CH2:3][C:4]2([CH:5]=[CH:6][c:7]3[cH:8][cH:9][cH:10][cH:11][c:12]3[O:13]2)[CH2:14][CH2:15]1.[OH:16][c:17]1[c:18]([C:23]([CH3:24])=[O:25])[cH:19][cH:20][cH:21][cH:22]1>>[O:16]1[c:17]2[c:18]([cH:19][cH:20][cH:21][cH:22]2)[C:23](=[O:25])[CH2:24][C:36]12[CH2:35][CH2:34][N:33]([C:26](=[O:27])[O:28][C:29]([CH3:30])([CH3:31])[CH3:32])[CH2:38][CH2:37]2. The reactants are [Cl-].[NH4+] (ammonium chloride), N12CCN(CC1)CC2 (1,4-diazabicyclo[2,2,2]octane), C1(=CC=C(C=C1)S(=O)(=O)Cl)C (p-toluenesulfonyl chloride), CC1(OCC(CO1)(CCN1C(=NC=C1)[N+](=O)[O-])CO)C (2,2-dimethyl-5-hydroxymethyl-5-[2-(2-nitro-1H-imidazol-1-yl)ethyl]-1,3-dioxane). Run in ClCCl (dichloromethane). Reaction conditions: temperature 25 celsius, time 4 hour. The product is CC1(OCC(CO1)(COS(=O)(=O)C1=CC=C(C=C1)C)CCN1C(=NC=C1)[N+](=O)[O-])C (2,2-dimethyl-5-[2-(2-nitro-1H-imidazol-1-yl)ethyl]-5-(p-toluenesulfonyloxymethyl)-1,3-dioxane). Yield: 47.7%. RXN SMILES: [CH3:1][C:2]1([CH3:20])[O:7][CH2:6][C:5]([CH2:18][OH:19])([CH2:8][CH2:9][N:10]2[CH:14]=[CH:13][N:12]=[C:11]2[N+:15]([O-:17])=[O:16])[CH2:4][O:3]1.N12CCN(CC1)CC2.[C:29]1([CH3:39])[CH:34]=[CH:33][C:32]([S:35](Cl)(=[O:37])=[O:36])=[CH:31][CH:30]=1.[Cl-].[NH4+]>ClCCl>[CH3:1][C:2]1([CH3:20])[O:7][CH2:6][C:5]([CH2:8][CH2:9][N:10]2[CH:14]=[CH:13][N:12]=[C:11]2[N+:15]([O-:17])=[O:16])([CH2:18][O:19][S:35]([C:32]2[CH:33]=[CH:34][C:29]([CH3:39])=[CH:30][CH:31]=2)(=[O:37])=[O:36])[CH2:4][O:3]1 |f:3.4|. Procedure: 25 mg (0.086 mmol equivalents) of 2,2-dimethyl-5-hydroxymethyl-5-[2-(2-nitro-1H-imidazol-1-yl)ethyl]-1,3-dioxane was dissolved in 1 mL of dichloromethane, 19 mg (0.172 mmol equivalents) of 1,4-diazabicyclo[2,2,2]octane and 19 mg (0.10 mmol equivalents) of p-toluenesulfonyl chloride were added thereto, and the mixture was stirred at room temperature (25° C.) for 4 hours. After completion of the reaction, a saturated aqueous solution of ammonium chloride was added, and the mixture was extracted th...